Dataset: the Open Reaction Database (ORD), a public repository of structured organic reaction records. Task: describe an organic reaction: reactants, conditions, products, and yield The reactants are chloro[tri-tert-butylphosphine) 2-(2-aminobiphenyl), P(=O)([O-])([O-])[O-].[K+].[K+].[K+] (tripotassium phosphate), ClC=1C=C2C(=NC1C1=CC=C(C=C1)B1OC(C(O1)(C)C)(C)C)N=C(N2COCC[Si](C)(C)C)O[C@@H]2CO[C@H]1[C@@H]2OC[C@H]1O ((3R,3aR,6R,6aR)-6-((6-chloro-5-(4-(4,4,5,5-tetramethyl-1,3,2-dioxaborolan-2-yl)phenyl)-1-((2-(trimethyl-silyl)ethoxy)methyl)-1H-imidazo[4,5-b]pyridin-2-yl)oxy)hexahydrofuro[3,2-b]furan-3-ol), BrC1=CC(=CC(=C1)OC)F (1-bromo-3-fluoro-5-methoxybenzene), N#N (N2). The reagents and catalysts are [Pd+2] (palladium(II)). Run in CS(=O)C (DMSO), O1CCOCC1 (dioxane). Conditions: temperature 60 celsius, time 2 hour. Product: ClC=1C=C2C(=NC1C1=CC=C(C=C1)C1=CC(=CC(=C1)OC)F)N=C(N2)O[C@@H]2CO[C@H]1[C@@H]2OC[C@H]1O ((3R,3aR,6R,6aR)-6-((6-chloro-5-(3′-fluoro-5′-methoxy-[1,1′-biphenyl]-4-yl)-1H-imidazo[4,5-b]pyridin-2-yl)oxy)hexahydrofuro[3,2-b]furan-3-ol). As a reaction SMILES: [Cl:1][C:2]1[CH:3]=[C:4]2[N:25](COCC[Si](C)(C)C)[C:24]([O:34][C@H:35]3[C@H:39]4[O:40][CH2:41][C@@H:42]([OH:43])[C@H:38]4[O:37][CH2:36]3)=[N:23][C:5]2=[N:6][C:7]=1[C:8]1[CH:13]=[CH:12][C:11](B2OC(C)(C)C(C)(C)O2)=[CH:10][CH:9]=1.Br[C:45]1[CH:50]=[C:49]([O:51][CH3:52])[CH:48]=[C:47]([F:53])[CH:46]=1.N#N.P([O-])([O-])([O-])=O.[K+].[K+].[K+]>O1CCOCC1.CS(C)=O.[Pd+2]>[Cl:1][C:2]1[CH:3]=[C:4]2[NH:25][C:24]([O:34][C@H:35]3[C@H:39]4[O:40][CH2:41][C@@H:42]([OH:43])[C@H:38]4[O:37][CH2:36]3)=[N:23][C:5]2=[N:6][C:7]=1[C:8]1[CH:13]=[CH:12][C:11]([C:45]2[CH:50]=[C:49]([O:51][CH3:52])[CH:48]=[C:47]([F:53])[CH:46]=2)=[CH:10][CH:9]=1 |f:3.4.5.6|. Procedure: (3R,3aR,6R,6aR)-6-((6-chloro-5-(4-(4,4,5,5-tetramethyl-1,3,2-dioxaborolan-2-yl)phenyl)-1-((2-(trimethyl-silyl)ethoxy)methyl)-1H-imidazo[4,5-b]pyridin-2-yl)oxy)hexahydrofuro[3,2-b]furan-3-ol (40 mg, 0.063 mmol) and 1-bromo-3-fluoro-5-methoxybenzene (15.62 mg, 0.076 mmol) in anhydrous dioxane (0.4 ml) was purged with N2 and then chloro[tri-tert-butylphosphine)-2-(2-aminobiphenyl)]palladium(II) (6.5 mg, 0.013 mmol) and tripotassium phosphate (0.191 ml, 0.191 mmol) were added under N2 flow. The mixt...